Dataset: the Open Reaction Database (ORD), a public repository of structured organic reaction records. Task: describe an organic reaction: reactants, conditions, products, and yield The reactants are ClC=1C=CC2=C(C(=C(S2)C#N)C)C1 (5-chloro-3-methyl-1-benzothiophene-2-carbonitrile), COC(=O)C1=CC=C(C=C1)B(O)O ((4-methoxycarbonylphenyl)-boronic acid), C(C)(C)(C)P(C1=C(C=CC=C1)C1=CC=CC=C1)C(C)(C)C (2-(di-tert-butylphosphino)biphenyl), [F-].[K+] (KF). Reagents/catalysts: CC(=O)[O-].CC(=O)[O-].[Pd+2] (Pd(OAc)2). The solvent is C1CCOC1 (THF). Yields the product C(#N)C=1SC2=C(C1C)C=C(C=C2)C2=CC=C(C(=O)OC)C=C2 (methyl 4-(2-cyano-3-methyl-1-benzothien-5-yl)benzoate). Reaction SMILES: Cl[C:2]1[CH:3]=[CH:4][C:5]2[S:9][C:8]([C:10]#[N:11])=[C:7]([CH3:12])[C:6]=2[CH:13]=1.[CH3:14][O:15][C:16]([C:18]1[CH:23]=[CH:22][C:21](B(O)O)=[CH:20][CH:19]=1)=[O:17].C(P(C(C)(C)C)C1C=CC=CC=1C1C=CC=CC=1)(C)(C)C.[F-].[K+]>C1COCC1.CC([O-])=O.CC([O-])=O.[Pd+2]>[C:10]([C:8]1[S:9][C:5]2[CH:4]=[CH:3][C:2]([C:21]3[CH:22]=[CH:23][C:18]([C:16]([O:15][CH3:14])=[O:17])=[CH:19][CH:20]=3)=[CH:13][C:6]=2[C:7]=1[CH3:12])#[N:11] |f:3.4,6.7.8|. Procedure details: A mixture of Example 401A (557 mg, 2.68 mmol), (4-methoxycarbonylphenyl)-boronic acid (675 mg, 3.75 mmol), Pd(OAc)2 (36 mg, 0.16 mmol), 2-(di-tert-butylphosphino)biphenyl (63 mg, 0.21 mmol), and KF (467 mg, 8.04 mmol) in THF (10mL) was heated to 60° C. for 16 hours and concentrated The concentrate was purified by flash column chromatography on silica gel with 10% ethyl acetate/hexanes to provide the desired product.